Dataset: the Open Reaction Database (ORD), a public repository of structured organic reaction records. Task: describe an organic reaction: reactants, conditions, products, and yield Starting materials: CN(CCCC(C)=NO)C (N,N-dimethyl-5-amino-2-pentanone oxime), C([O-])([O-])=O.[K+].[K+] (potassium carbonate), [H-].[K+] (potassium hydride), [N+](=O)([O-])C1=CC=C(C=C1)F (4-nitrofluorobenzene), C1COCCOCCOCCOCCOCCO1 (18-crown-6). The solvent is O1CCCC1 (tetrahydrofuran), O1CCCC1 (tetrahydrofuran), O1CCCC1 (tetrahydrofuran). Conditions: time 1 hour. The product is [N+](=O)([O-])C1=CC=C(C=C1)ON=C(C)CCCN(C)C (N,N-dimethyl-5-amino-2-pentanone O-(4-nitrophenyl)oxime). Yield: 40.5%. RXN SMILES: [H-].[K+].[CH3:3][N:4]([CH3:12])[CH2:5][CH2:6][CH2:7][C:8](=[N:10][OH:11])[CH3:9].[N+:13]([C:16]1[CH:21]=[CH:20][C:19](F)=[CH:18][CH:17]=1)([O-:15])=[O:14].C1OCCOCCOCCOCCOCCOC1.C(=O)([O-])[O-].[K+].[K+]>O1CCCC1>[N+:13]([C:16]1[CH:21]=[CH:20][C:19]([O:11][N:10]=[C:8]([CH2:7][CH2:6][CH2:5][N:4]([CH3:12])[CH3:3])[CH3:9])=[CH:18][CH:17]=1)([O-:15])=[O:14] |f:0.1,5.6.7|. Reported procedure: A suspension of 15.0 gm (82 mMol) potassium hydride (22% dispersion in mineral oil) in 10 mL tetrahydrofuran was cooled in an ice bath. To this suspension was slowly added a solution of 9.8 gm (68 mMol) N,N-dimethyl-5-amino-2-pentanone oxime in 20 mL tetrahydrofuran resulting in vigorous gas evolution. Once this addition was complete, a solution of 12.5 gm (88.3 mMol) 4-nitrofluorobenzene and 0.90 gm (3.4 mMol) 18-crown-6 in 10 mL tetrahydrofuran were added. The dark solution was stirred for 1 h... The reactants are ClC1=NC=NC2=C(C=CC=C12)[N+](=O)[O-] (4-chloro-8-nitroquinazoline), FC1=C(N)C=C(C=C1)C(F)(F)F (2-fluoro-5-(trifluoromethyl)aniline), O (water). Solvent: C1CCOC1 (THF). The product is FC1=C(C=C(C=C1)C(F)(F)F)NC1=NC=NC2=C(C=CC=C12)[N+](=O)[O-] (N-(2-fluoro-5-(trifluoromethyl)phenyl)-8-nitroquinazolin-4-amine). Isolated yield 98.6%. Reaction SMILES: Cl[C:2]1[C:11]2[C:6](=[C:7]([N+:12]([O-:14])=[O:13])[CH:8]=[CH:9][CH:10]=2)[N:5]=[CH:4][N:3]=1.[F:15][C:16]1[CH:22]=[CH:21][C:20]([C:23]([F:26])([F:25])[F:24])=[CH:19][C:17]=1[NH2:18].O>C1COCC1>[F:15][C:16]1[CH:22]=[CH:21][C:20]([C:23]([F:25])([F:26])[F:24])=[CH:19][C:17]=1[NH:18][C:2]1[C:11]2[C:6](=[C:7]([N+:12]([O-:14])=[O:13])[CH:8]=[CH:9][CH:10]=2)[N:5]=[CH:4][N:3]=1. Reported procedure: A solution of 4-chloro-8-nitroquinazoline (Intermediate-7, step-2, 150 mg, 0.72 mmol) and 2-fluoro-5-(trifluoromethyl)aniline (387 mg, 2.16 mmol) in THF (4 mL) was heated at 50° C. for 2 h. Then water was added to the reaction mixture and it was extracted with EtOAc. The organic layer was washed with brine, separated, dried, filtered and concentrated. The residue was purified by column chromatography to afford 250 mg of the title product. 1H NMR (300 MHz, DMSO d6): δ 10.46 (s, 1H), 8.74-8.71 (d,... Procedure: To a solution of 5-Bromo-3-(3-chlorobenzofuran-2-yl)-pyridin-2-ylamine (57.9 mg, 0.179 mmol) and 4-[4-(4,4,5,5-tetramethyl-1,3,2-dioxaborolan-2-yl)-pyrazol-1-yl]-piperidine-1-carboxylic acid tert-butyl ester (69.5 mg, 0.184 mmol) in 1,4-dioxane (2.5 mL, 32 mmol) in a microwave reactor tube were added PS-PPh3-Pd (0.10 mmol/g loading; 100 mg, 0.0100 mmol; Argonaut) and a solution of Cs2CO3 (117 mg, 0.358 mmol) in H2O (0.75 mL, 42 mmol). The tube was sealed, evacuated and refilled with nitrogen (3×... RXN SMILES: Br[C:2]1[CH:3]=[C:4]([C:9]2[O:10][C:11]3[CH:18]=[CH:17][CH:16]=[CH:15][C:12]=3[C:13]=2[Cl:14])[C:5]([NH2:8])=[N:6][CH:7]=1.[C:19]([O:23][C:24]([N:26]1[CH2:31][CH2:30][CH:29]([N:32]2[CH:36]=[C:35](B3OC(C)(C)C(C)(C)O3)[CH:34]=[N:33]2)[CH2:28][CH2:27]1)=[O:25])([CH3:22])([CH3:21])[CH3:20].O1CCOCC1.C([O-])([O-])=O.[Cs+].[Cs+].O>C1C=CC(P(C2C=CC=CC=2)C2C=CC=CC=2)=CC=1.[Pd]>[C:19]([O:23][C:24]([N:26]1[CH2:27][CH2:28][CH:29]([N:32]2[CH:36]=[C:35]([C:2]3[CH:7]=[N:6][C:5]([NH2:8])=[C:4]([C:9]4[O:10][C:11]5[CH:18]=[CH:17][CH:16]=[CH:15][C:12]=5[C:13]=4[Cl:14])[CH:3]=3)[CH:34]=[N:33]2)[CH2:30][CH2:31]1)=[O:25])([CH3:22])([CH3:20])[CH3:21] |f:3.4.5,7.8|. Starting materials: C(C)(C)(C)OC(=O)N1CCC(CC1)N1N=CC(=C1)B1OC(C(O1)(C)C)(C)C (4-[4-(4,4,5,5-tetramethyl-1,3,2-dioxaborolan-2-yl)-pyrazol-1-yl]-piperidine-1-carboxylic acid tert-butyl ester), C(=O)([O-])[O-].[Cs+].[Cs+] (Cs2CO3), O (H2O), BrC=1C=C(C(=NC1)N)C=1OC2=C(C1Cl)C=CC=C2 (5-Bromo-3-(3-chlorobenzofuran-2-yl)-pyridin-2-ylamine), C(C)(C)(C)OC(=O)N1CCC(CC1)N1N=CC(=C1)B1OC(C(O1)(C)C)(C)C (4-[4-(4,4,5,5-tetramethyl-1,3,2-dioxaborolan-2-yl)-pyrazol-1-yl]-piperidine-1-carboxylic acid tert-butyl ester), O1CCOCC1 (1,4-dioxane). The reagents and catalysts are C1=CC=C(C=C1)P(C2=CC=CC=C2)C3=CC=CC=C3.[Pd] (PPh3 Pd). Product: C(C)(C)(C)OC(=O)N1CCC(CC1)N1N=CC(=C1)C=1C=NC(=C(C1)C=1OC2=C(C1Cl)C=CC=C2)N (4-{4-[6-Amino-5-(3-chlorobenzofuran-2-yl)-pyridin-3-yl]-pyrazol-1-yl}-piperidine-1-carboxylic acid tert-butyl ester). Reaction conditions: temperature 105 celsius. Reactants: O (water), BrC=1C(=NN2C1C=CC(=C2)C#N)C2=CC=C(C=C2)F (3-bromo-2-(4-fluorophenyl)pyrazolo[1,5-a]pyridine-6-carbonitrile), CS(=O)(=O)C1=CC=C(C=C1)B(O)O (4-methanesulfonylphenylboronic acid), P(=O)([O-])([O-])[O-].[K+].[K+].[K+] (potassium phosphate). The reagents and catalysts are C=1C=CC(=CC1)[P](C=2C=CC=CC2)(C=3C=CC=CC3)[Pd]([P](C=4C=CC=CC4)(C=5C=CC=CC5)C=6C=CC=CC6)([P](C=7C=CC=CC7)(C=8C=CC=CC8)C=9C=CC=CC9)[P](C=1C=CC=CC1)(C=1C=CC=CC1)C=1C=CC=CC1 (tetrakis(triphenylphosphine)palladium(0)). Solvent: CN(C)C=O (DMF). The product is FC1=CC=C(C=C1)C1=NN2C(C=CC(=C2)C#N)=C1C1=CC=C(C=C1)S(=O)(=O)C (2-(4-Fluorophenyl)-3-[4-(methylsulfonyl)phenyl]pyrazolo[1,5-a]pyridine-6-carbonitrile). Isolated yield 6.4%. As a reaction SMILES: Br[C:2]1[C:3]([C:13]2[CH:18]=[CH:17][C:16]([F:19])=[CH:15][CH:14]=2)=[N:4][N:5]2[CH:10]=[C:9]([C:11]#[N:12])[CH:8]=[CH:7][C:6]=12.[CH3:20][S:21]([C:24]1[CH:29]=[CH:28][C:27](B(O)O)=[CH:26][CH:25]=1)(=[O:23])=[O:22].P([O-])([O-])([O-])=O.[K+].[K+].[K+].O>CN(C=O)C.C1C=CC([P]([Pd]([P](C2C=CC=CC=2)(C2C=CC=CC=2)C2C=CC=CC=2)([P](C2C=CC=CC=2)(C2C=CC=CC=2)C2C=CC=CC=2)[P](C2C=CC=CC=2)(C2C=CC=CC=2)C2C=CC=CC=2)(C2C=CC=CC=2)C2C=CC=CC=2)=CC=1>[F:19][C:16]1[CH:17]=[CH:18][C:13]([C:3]2[C:2]([C:27]3[CH:28]=[CH:29][C:24]([S:21]([CH3:20])(=[O:23])=[O:22])=[CH:25][CH:26]=3)=[C:6]3[CH:7]=[CH:8][C:9]([C:11]#[N:12])=[CH:10][N:5]3[N:4]=2)=[CH:14][CH:15]=1 |f:2.3.4.5,^1:50,52,71,90|. Reported procedure: To a solution of 3-bromo-2-(4-fluorophenyl)pyrazolo[1,5-a]pyridine-6-carbonitrile (0.24 g 0.76 mmol) in DMF (20 ml) was added 4-methanesulfonylphenylboronic acid (0.202 g 1.1 mmol), ground potassium phosphate (0.45 g 20 mmol) and tetrakis(triphenylphosphine)palladium(0) (0.03 g) and the mixture heated to 90° for 6 h under nitrogen. The cooled mixture was poured into water (200 ml) and extracted with ethyl acetate (3×40 ml). The combined organic phases were washed with water (50 ml), brine (50 ml...